This data is from the Open Reaction Database (ORD), a public repository of structured organic reaction records. The task is: describe an organic reaction: reactants, conditions, products, and yield Reactants: O=C([O-])[O-], CI, [K+], [K+], O=C1CSc2cc([N+](=O)[O-])ccc2N1, CN(C)C=O, O. Yields the product CN1C(=O)CSc2cc([N+](=O)[O-])ccc21. Reaction SMILES: [C:15](=[O:16])([O-:17])[O-:18].[I:21][CH3:22].[K+:19].[K+:20].[N+:1](=[O:2])([O-:3])[c:4]1[cH:5][c:6]2[c:7]([cH:13][cH:14]1)[NH:8][C:9](=[O:12])[CH2:10][S:11]2.[O:24]=[CH:25][N:26]([CH3:27])[CH3:28].[OH2:23]>>[N+:1](=[O:2])([O-:3])[c:4]1[cH:5][c:6]2[c:7]([cH:13][cH:14]1)[N:8]([CH3:15])[C:9](=[O:12])[CH2:10][S:11]2.